This data is from the Open Reaction Database (ORD), a public repository of structured organic reaction records. The task is: describe an organic reaction: reactants, conditions, products, and yield The reactants are [Cl-], [Cl-], N#C[Cu], Fc1ccc(C[Zn+])cc1, [Li+], C1CCOC1, O=Cc1ccc(S(=O)(=O)c2ccccc2)cc1. Reaction SMILES: [Cl-:2].[Cl-:6].[Cu:3][C:4]#[N:5].[F:7][c:8]1[cH:9][cH:10][c:11]([CH2:12][Zn+:13])[cH:14][cH:15]1.[Li+:1].[O:33]1[CH2:34][CH2:35][CH2:36][CH2:37]1.[c:16]1([S:22](=[O:23])(=[O:24])[c:25]2[cH:26][cH:27][c:28]([CH:29]=[O:30])[cH:31][cH:32]2)[cH:17][cH:18][cH:19][cH:20][cH:21]1>>[F:7][c:8]1[cH:9][cH:10][c:11]([CH2:12][CH:29]([c:28]2[cH:27][cH:26][c:25]([S:22]([c:16]3[cH:17][cH:18][cH:19][cH:20][cH:21]3)(=[O:23])=[O:24])[cH:32][cH:31]2)[OH:30])[cH:14][cH:15]1. Product: O=S(=O)(c1ccccc1)c1ccc(C(O)Cc2ccc(F)cc2)cc1. Starting materials: C=1C=CC2=C(C1)N=NN2O (HOBT), COC(CNC(=O)NC1=C(C=CC=C1)C1CCN(CC1)C(=O)OC(C)(C)C)OC (tert-butyl 4-(2-{[(2,2-dimethoxyethyl)amino]carbonylamino}phenyl)piperidine-carboxylate), C(CCl)Cl (EDC), C(=O)(C(F)(F)F)O (TFA), N([C@H](CC1=CC=C(C=C1)Cl)C(=O)O)C(=O)OC(C)(C)C (Boc-p-Cl-D-PheOH), C(=O)(C(F)(F)F)O (TFA). Solvent: C(Cl)Cl (CH2Cl2). The product is ClC1=CC=C(C=C1)C[C@H](C(N1CCC(CC1)C1=C(C=CC=C1)N1C(NC=C1)=O)=O)NC(=O)OC(C)(C)C (N-((1R)-1-[(4-Chlorophenyl)methyl]-2-oxo-2-{4-[2-(2-oxo(4-imidazolinyl))phenyl]-piperidyl}ethyl)(tert-butoxy) carboxamide). RXN SMILES: CO[CH:3](OC)[CH2:4][NH:5][C:6]([NH:8][C:9]1[CH:14]=[CH:13][CH:12]=[CH:11][C:10]=1[CH:15]1[CH2:20][CH2:19][N:18]([C:21]([O:23]C(C)(C)C)=O)[CH2:17][CH2:16]1)=[O:7].C(O)(C(F)(F)F)=O.[NH:37]([C:50]([O:52][C:53]([CH3:56])([CH3:55])[CH3:54])=[O:51])[C@@H:38](C(O)=O)[CH2:39][C:40]1[CH:45]=[CH:44][C:43]([Cl:46])=[CH:42][CH:41]=1.C(Cl)CCl.C1C=CC2N(O)N=NC=2C=1>C(Cl)Cl>[Cl:46][C:43]1[CH:42]=[CH:41][C:40]([CH2:39][C@@H:38]([NH:37][C:50]([O:52][C:53]([CH3:56])([CH3:55])[CH3:54])=[O:51])[C:21](=[O:23])[N:18]2[CH2:17][CH2:16][CH:15]([C:10]3[CH:11]=[CH:12][CH:13]=[CH:14][C:9]=3[N:8]3[CH:3]=[CH:4][NH:5][C:6]3=[O:7])[CH2:20][CH2:19]2)=[CH:45][CH:44]=1. Reported procedure: The title compound was prepared according to the procedure described in Example 17 (Step b) using tert-butyl 4-(2-{[(2,2-dimethoxyethyl)amino]carbonylamino}phenyl)piperidine-carboxylate (Step a) (0.742 g, 1.82 mmol) and a 50% aqueous TFA soln (20 mL) followed by Boc-p-Cl-D-PheOH (Advanced ChemTech) (0.545 g, 1.82 mmol), EDC (Advanced ChemTech) (0.523 g, 2.73 mmol), HOBT (Novabiochem) (0.246 g, 1.82 mmol) and TFA (Aldrich) (0.25 mL, 1.82 mmol) in CH2Cl2 (10 mL). Purification by silica gel chromat... The reactants are C1(=CC=CC=C1)P(CCCP(C1=CC=CC=C1)C1=CC=CC=C1)C1=CC=CC=C1 (1,3-bis(diphenyl-phospino)propane), CC(C)([O-])C.[Na+] (sodium-tert-butoxide), ClC1=NC(=CC(=C1)I)Cl (2,6-dichloro-4-iodopyridine), CC(=O)C1=CC=C(C=C1)N (4-aminoacetophenone). The reagents and catalysts are C=1C=CC(=CC1)/C=C/C(=O)/C=C/C2=CC=CC=C2.C=1C=CC(=CC1)/C=C/C(=O)/C=C/C2=CC=CC=C2.C=1C=CC(=CC1)/C=C/C(=O)/C=C/C2=CC=CC=C2.[Pd].[Pd] (tris(dibenzylideneacetone)dipalladium(0)). The solvent is C1CCOC1 (THF), C1(=CC=CC=C1)C (toluene), C(Cl)Cl (CH2Cl2). Yields the product ClC1=NC(=CC(=C1)NC1=CC=C(C=C1)C(C)=O)Cl (1-[4-(2,6-dichloro-pyridin-4-ylamino)-phenyl]-ethanone). As a reaction SMILES: [Cl:1][C:2]1[CH:7]=[C:6](I)[CH:5]=[C:4]([Cl:9])[N:3]=1.[CH3:10][C:11]([C:13]1[CH:18]=[CH:17][C:16]([NH2:19])=[CH:15][CH:14]=1)=[O:12].C1(P(C2C=CC=CC=2)CCCP(C2C=CC=CC=2)C2C=CC=CC=2)C=CC=CC=1.CC(C)([O-])C.[Na+]>C1(C)C=CC=CC=1.C(Cl)Cl.C1C=CC(/C=C/C(/C=C/C2C=CC=CC=2)=O)=CC=1.C1C=CC(/C=C/C(/C=C/C2C=CC=CC=2)=O)=CC=1.C1C=CC(/C=C/C(/C=C/C2C=CC=CC=2)=O)=CC=1.[Pd].[Pd].C1COCC1>[Cl:1][C:2]1[CH:7]=[C:6]([NH:19][C:16]2[CH:17]=[CH:18][C:13]([C:11](=[O:12])[CH3:10])=[CH:14][CH:15]=2)[CH:5]=[C:4]([Cl:9])[N:3]=1 |f:3.4,7.8.9.10.11|. Procedure details: To 2,6-dichloro-4-iodopyridine (0.8177 g, 3 mmol) and 4-aminoacetophenone (0.4891 g, 3.6 mmol) dissolved in dry toluene (10 mL) and THF (2 mL) was added tris(dibenzylideneacetone)dipalladium(0) (0.0571 g, 0.06 mmol), 1,3-bis(diphenyl-phospino)propane (0.0499 g, 0.12 mmol), and sodium-tert-butoxide (0.4042 g, 4.2 mmol). The reaction mixture was stirred and refluxed for 12 to 14 hours under N2. The reaction mixture was diluted with CH2Cl2 and filtered through Celite™, then rinsed with CH2Cl2. The ... The reactants are C(C)(=O)OCC=1CS[C@H]2N(C1C(=O)O)C([C@H]2N)=O (3-Acetoxymethyl-7β-aminoceph-3-em-4-carboxylic acid), C(C)(=O)OCC (ethyl acetate), C(=O)O (formic acid). The solvent is C(C)(=O)OC(C)=O (acetic anhydride). Product: petroleum-ether, C(C)(=O)OCC=1CS[C@H]2N(C1C(=O)O)C([C@H]2NC=O)=O (3-acetoxymethyl-7β-formamidoceph-3-em-4-carboxylic acid). As a reaction SMILES: [C:1]([O:4][CH2:5][C:6]1[CH2:7][S:8][C@@H:9]2[C@H:16]([NH2:17])[C:15](=[O:18])[N:10]2[C:11]=1[C:12]([OH:14])=[O:13])(=[O:3])[CH3:2].[CH:19](O)=[O:20].C(OCC)(=O)C>C(OC(=O)C)(=O)C>[C:1]([O:4][CH2:5][C:6]1[CH2:7][S:8][C@@H:9]2[C@H:16]([NH:17][CH:19]=[O:20])[C:15](=[O:18])[N:10]2[C:11]=1[C:12]([OH:14])=[O:13])(=[O:3])[CH3:2]. Reported procedure: 3-Acetoxymethyl-7β-aminoceph-3-em-4-carboxylic acid (50.0 g) was dissolved in acetic anhydride (75 ml.) and formic acid (400 ml.) with stirring at 20° C. When complete solution was obtained (~ 5 min.) the solvents were evaporated (rotary evaporator, oil-pump), leaving a gum which was shaken with ethyl acetate (250 ml.). The insoluble material was removed by filtration and the filtrate was evaporated to dryness leaving a gum which was triturated under ether and petroleum-ether (b.p. 40°-60°), giv... Reactants: FC(C(CO)(O)CC1(CC1)C1=C(C=CC(=C1)F)OC)(F)F (3,3,3-trifluoro-2-[1-(5-fluoro-2-methoxyphenyl)cyclopropylmethyl]propane-1,2-diol), I(=O)(=O)(=O)[O-].[Na+] (sodium periodate). The solvent is CO (MeOH). Conditions: time 7 hour. Yields the product FC(C(CC1(CC1)C1=C(C=CC(=C1)F)OC)=O)(F)F (1,1,1-trifluoro-3-[1-(5-fluoro-2-methoxyphenyl)cyclopropyl]propan-2-one). Isolated yield 71.7%. RXN SMILES: [F:1][C:2]([F:21])([F:20])[C:3]([CH2:7][C:8]1([C:11]2[CH:16]=[C:15]([F:17])[CH:14]=[CH:13][C:12]=2[O:18][CH3:19])[CH2:10][CH2:9]1)([OH:6])CO.I([O-])(=O)(=O)=O.[Na+]>CO>[F:21][C:2]([F:1])([F:20])[C:3](=[O:6])[CH2:7][C:8]1([C:11]2[CH:16]=[C:15]([F:17])[CH:14]=[CH:13][C:12]=2[O:18][CH3:19])[CH2:9][CH2:10]1 |f:1.2|. Reported procedure: To a solution of 310 mg (1.01 mmol) of 3,3,3-trifluoro-2-[1-(5-fluoro-2-methoxyphenyl)cyclopropylmethyl]propane-1,2-diol in 15 mL of MeOH was added 1.5 g (7.01 mmol) of sodium periodate. After 7 hours, the mixture was concentrated and the residue diluted with hexanes and filtered through diatomaceous earth. The crude residue was chromatographed on silica gel using hexanes to load the sample and then eluting with EtOAc-hexanes (0:100, then 0.25:99.75, then 0.5:99.5, then 1:99) to afford 200 mg of... Reactants: C([O-])([O-])=O.[Na+].[Na+] (sodium carbonate), ClC=1N=CC2=C(N(CC(C(N2C)=O)(F)F)[C@H]2[C@@H](C2)C2=CC=CC=C2)N1 (2-chloro-7,7-difluoro-5-methyl-9-(trans-2-phenyl-cyclopropyl)-5,7,8,9-tetrahydro-pyrimido[4,5-b][1,4]diazepin-6-one), NC1=C(C=C(C(=O)NC2CCN(CC2)C)C=C1)OC (4-amino-3-methoxy-N-(1-methyl-piperidin-4-yl)-benzamide), O.C1(=CC=C(C=C1)S(=O)(=O)O)C (p-toluenesulfonic acid monohydrate). Solvent: ClCCl (dichloromethane), C(C)(C)O (isopropanol). Yields the product FC1(C(N(C2=C(N(C1)[C@H]1[C@@H](C1)C1=CC=CC=C1)N=C(N=C2)NC2=C(C=C(C(=O)NC1CCN(CC1)C)C=C2)OC)C)=O)F (4-[7,7-difluoro-5-methyl-6-oxo-9-(trans-2-phenyl-cyclopropyl)-6,7,8,9-tetrahydro-5H-pyrimido[4,5-b][1,4]diazepin-2-ylamino]-3-methoxy-N-(1-methyl-piperidin-4-yl)-benzamide). Isolated yield 45.3%. RXN SMILES: Cl[C:2]1[N:3]=[CH:4][C:5]2[N:11]([CH3:12])[C:10](=[O:13])[C:9]([F:15])([F:14])[CH2:8][N:7]([C@@H:16]3[CH2:18][C@H:17]3[C:19]3[CH:24]=[CH:23][CH:22]=[CH:21][CH:20]=3)[C:6]=2[N:25]=1.[NH2:26][C:27]1[CH:42]=[CH:41][C:30]([C:31]([NH:33][CH:34]2[CH2:39][CH2:38][N:37]([CH3:40])[CH2:36][CH2:35]2)=[O:32])=[CH:29][C:28]=1[O:43][CH3:44].O.C1(C)C=CC(S(O)(=O)=O)=CC=1.C(=O)([O-])[O-].[Na+].[Na+]>ClCCl.C(O)(C)C>[F:14][C:9]1([F:15])[CH2:8][N:7]([C@@H:16]2[CH2:18][C@H:17]2[C:19]2[CH:24]=[CH:23][CH:22]=[CH:21][CH:20]=2)[C:6]2[N:25]=[C:2]([NH:26][C:27]3[CH:42]=[CH:41][C:30]([C:31]([NH:33][CH:34]4[CH2:35][CH2:36][N:37]([CH3:40])[CH2:38][CH2:39]4)=[O:32])=[CH:29][C:28]=3[O:43][CH3:44])[N:3]=[CH:4][C:5]=2[N:11]([CH3:12])[C:10]1=[O:13] |f:2.3,4.5.6|. Reported procedure: The mixture of 0.08 g (0.22 mmole) of 2-chloro-7,7-difluoro-5-methyl-9-(trans-2-phenyl-cyclopropyl)-5,7,8,9-tetrahydro-pyrimido[4,5-b][1,4]diazepin-6-one (VII-287), 0.069 g (0.26 mmole) of 4-amino-3-methoxy-N-(1-methyl-piperidin-4-yl)-benzamide, 0.062 g (0.33 mmole) of p-toluenesulfonic acid monohydrate and 4 mL of isopropanol was heated in a pressure tube at 140 degrees overnight. After cooling, dichloromethane and saturated sodium carbonate were added. The mixture was extracted with dichlorome... The reactants are O=C(O)c1ccc(-c2nc(C(Cl)(Cl)Cl)nc(C(Cl)(Cl)Cl)n2)cc1, O=S(Cl)Cl. The product is O=C(Cl)c1ccc(-c2nc(C(Cl)(Cl)Cl)nc(C(Cl)(Cl)Cl)n2)cc1. Reaction SMILES: [Cl:1][C:2]([c:3]1[n:4][c:5](-[c:13]2[cH:14][cH:15][c:16]([C:17](=[O:18])[OH:19])[cH:20][cH:21]2)[n:6][c:7]([C:9]([Cl:10])([Cl:11])[Cl:12])[n:8]1)([Cl:22])[Cl:23].[S:24]([Cl:25])([Cl:26])=[O:27]>>[Cl:1][C:2]([c:3]1[n:4][c:5](-[c:13]2[cH:14][cH:15][c:16]([C:17](=[O:18])[Cl:26])[cH:20][cH:21]2)[n:6][c:7]([C:9]([Cl:10])([Cl:11])[Cl:12])[n:8]1)([Cl:22])[Cl:23].